The task is: describe an organic reaction: reactants, conditions, products, and yield. This data is from the Open Reaction Database (ORD), a public repository of structured organic reaction records. The reactants are ClCCl, CC(NC(=O)C1(CNC(=O)OC(C)(C)C)CCN(c2ncnc3[nH]ccc23)CC1)c1ccc(Cl)cc1, O=C(O)C(F)(F)F. The product is CC(NC(=O)C1(CN)CCN(c2ncnc3[nH]ccc23)CC1)c1ccc(Cl)cc1. RXN SMILES: [Cl:44][CH2:45][Cl:46].[Cl:8][c:9]1[cH:10][cH:11][c:12]([CH:15]([CH3:16])[NH:17][C:18](=[O:19])[C:20]2([CH2:35][NH:36][C:37](=[O:38])[O:39][C:40]([CH3:41])([CH3:42])[CH3:43])[CH2:21][CH2:22][N:23]([c:26]3[c:27]4[c:28]([n:29][cH:30][n:31]3)[nH:32][cH:33][cH:34]4)[CH2:24][CH2:25]2)[cH:13][cH:14]1.[OH:1][C:2]([C:3]([F:4])([F:5])[F:6])=[O:7]>>[Cl:8][c:9]1[cH:10][cH:11][c:12]([CH:15]([CH3:16])[NH:17][C:18](=[O:19])[C:20]2([CH2:35][NH2:36])[CH2:21][CH2:22][N:23]([c:26]3[c:27]4[c:28]([n:29][cH:30][n:31]3)[nH:32][cH:33][cH:34]4)[CH2:24][CH2:25]2)[cH:13][cH:14]1. The reactants are C1CCOC1, COC(=O)CC1CCC(NC(=O)OC(C)(C)C)CC1, C[Si](C)(C)[N-][Si](C)(C)C, COc1ccc2nccc(C=O)c2n1, [Li+]. Product: COC(=O)C(C1CCC(NC(=O)OC(C)(C)C)CC1)C(O)c1ccnc2ccc(OC)nc12. RXN SMILES: [CH2:44]1[O:45][CH2:46][CH2:47][CH2:48]1.[CH3:1][O:2][C:3]([CH2:4][CH:5]1[CH2:6][CH2:7][CH:8]([NH:11][C:12](=[O:13])[O:14][C:15]([CH3:16])([CH3:17])[CH3:18])[CH2:9][CH2:10]1)=[O:19].[CH3:21][Si:22]([N-:23][Si:24]([CH3:25])([CH3:26])[CH3:27])([CH3:28])[CH3:29].[CH3:30][O:31][c:32]1[n:33][c:34]2[c:35]([CH:42]=[O:43])[cH:36][cH:37][n:38][c:39]2[cH:40][cH:41]1.[Li+:20]>>[CH3:1][O:2][C:3]([CH:4]([CH:5]1[CH2:6][CH2:7][CH:8]([NH:11][C:12](=[O:13])[O:14][C:15]([CH3:16])([CH3:17])[CH3:18])[CH2:9][CH2:10]1)[CH:42]([c:35]1[c:34]2[n:33][c:32]([O:31][CH3:30])[cH:41][cH:40][c:39]2[n:38][cH:37][cH:36]1)[OH:43])=[O:19].